From a dataset of the Open Reaction Database (ORD), a public repository of structured organic reaction records. describe an organic reaction: reactants, conditions, products, and yield Starting materials: CCC(C(=O)O)N(C(=O)c1cn(-c2ccc(OC)cc2)nc1C)c1ccc(OCC(C)(C)C)c(C#N)c1, CCO, [Na+], [OH-]. Product: COc1ccc(-n2cc(C(=O)N(CC(=O)O)c3ccc(OCC(C)(C)C)c(C#N)c3)c(C)n2)cc1. RXN SMILES: [CH2:1]([CH3:2])[CH:3]([N:4]([C:5](=[O:6])[c:7]1[c:8]([CH3:20])[n:9][n:10](-[c:12]2[cH:13][cH:14][c:15]([O:18][CH3:19])[cH:16][cH:17]2)[cH:11]1)[c:21]1[cH:22][c:23]([C:33]#[N:34])[c:24]([O:27][CH2:28][C:29]([CH3:30])([CH3:31])[CH3:32])[cH:25][cH:26]1)[C:35](=[O:36])[OH:37].[CH3:40][CH2:41][OH:42].[Na+:39].[OH-:38]>>[CH2:3]([N:4]([C:5](=[O:6])[c:7]1[c:8]([CH3:20])[n:9][n:10](-[c:12]2[cH:13][cH:14][c:15]([O:18][CH3:19])[cH:16][cH:17]2)[cH:11]1)[c:21]1[cH:22][c:23]([C:33]#[N:34])[c:24]([O:27][CH2:28][C:29]([CH3:30])([CH3:31])[CH3:32])[cH:25][cH:26]1)[C:35](=[O:36])[OH:37]. Reactants: O1C=C(C2=C1C=CC=C2)COC2=C1C=C(NC1=CC=C2)C(=O)O (4-(benzofuran-3-ylmethoxy)-1H-indole-2-carboxylic acid), Cl.Cl.Cl.NC1CCN(CC1)C[C@H](C)N1C[C@@H]([C@H](CC1)O)C ((3S,4S)-1-[(S)-2-(4-Amino-piperidin-1-yl)-1-methyl-ethyl]-3-methyl-piperidin-4-ol tri-hydrochloride). Yields the product O[C@@H]1[C@H](CN(CC1)[C@H](CN1CCC(CC1)NC(=O)C=1NC2=CC=CC(=C2C1)OCC1=COC2=C1C=CC=C2)C)C (4-(Benzofuran-3-ylmethoxy)-1H-indole-2-carboxylic acid {1-[(S)-2-((3S,4S)-4-hydroxy-3-methyl-piperidin-1-yl)-propyl]-piperidin-4-yl}-amide). Reaction SMILES: [O:1]1[C:5]2[CH:6]=[CH:7][CH:8]=[CH:9][C:4]=2[C:3]([CH2:10][O:11][C:12]2[CH:20]=[CH:19][CH:18]=[C:17]3[C:13]=2[CH:14]=[C:15]([C:21](O)=[O:22])[NH:16]3)=[CH:2]1.Cl.Cl.Cl.[NH2:27][CH:28]1[CH2:33][CH2:32][N:31]([CH2:34][C@@H:35]([N:37]2[CH2:42][CH2:41][C@H:40]([OH:43])[C@@H:39]([CH3:44])[CH2:38]2)[CH3:36])[CH2:30][CH2:29]1>>[OH:43][C@H:40]1[CH2:41][CH2:42][N:37]([C@@H:35]([CH3:36])[CH2:34][N:31]2[CH2:32][CH2:33][CH:28]([NH:27][C:21]([C:15]3[NH:16][C:17]4[C:13]([CH:14]=3)=[C:12]([O:11][CH2:10][C:3]3[C:4]5[CH:9]=[CH:8][CH:7]=[CH:6][C:5]=5[O:1][CH:2]=3)[CH:20]=[CH:19][CH:18]=4)=[O:22])[CH2:29][CH2:30]2)[CH2:38][C@@H:39]1[CH3:44] |f:1.2.3.4|. Procedure details: This compound is synthesized analogously to example 1 from 4-(benzofuran-3-ylmethoxy)-1H-indole-2-carboxylic acid, 105 (see example 50) and amine 56. Reactants: OC1=CC(CC1C1=CC=CC=C1)=O (3-hydroxy-4-phenyl-cyclopent-2-enone), C(C1=CC=CC=C1)=O (benzaldehyde), C(C)C=1C=C2C(=CNC2=CC1)CCNC(C)=O (N-[2-(5-ethyl-1H-indol-3-yl)-ethyl]-acetamide). Product: C(C)C=1C=C2C(=C(NC2=CC1)C(C1=CC=CC=C1)C1=C(C(CC1=O)C1=CC=CC=C1)O)CCNC(C)=O (N-(2-{5-Ethyl-2-[(2-hydroxy-5-oxo-3-phenyl-cyclopent-1-enyl)-phenyl-methyl]-1H-indol-3-yl}-ethyl)-acetamide). Reaction SMILES: [OH:1][C:2]1[CH:6]([C:7]2[CH:12]=[CH:11][CH:10]=[CH:9][CH:8]=2)[CH2:5][C:4](=[O:13])[CH:3]=1.[CH:14](=O)[C:15]1[CH:20]=[CH:19][CH:18]=[CH:17][CH:16]=1.[CH2:22]([C:24]1[CH:25]=[C:26]2[C:30](=[CH:31][CH:32]=1)[NH:29][CH:28]=[C:27]2[CH2:33][CH2:34][NH:35][C:36](=[O:38])[CH3:37])[CH3:23]>>[CH2:22]([C:24]1[CH:25]=[C:26]2[C:30](=[CH:31][CH:32]=1)[NH:29][C:28]([CH:14]([C:3]1[C:4](=[O:13])[CH2:5][CH:6]([C:7]3[CH:12]=[CH:11][CH:10]=[CH:9][CH:8]=3)[C:2]=1[OH:1])[C:15]1[CH:20]=[CH:19][CH:18]=[CH:17][CH:16]=1)=[C:27]2[CH2:33][CH2:34][NH:35][C:36](=[O:38])[CH3:37])[CH3:23]. Reported procedure: Using general procedure C, 3-hydroxy-4-phenyl-cyclopent-2-enone (Lit. 17) was reacted with benzaldehyde and N-[2-(5-ethyl-1H-indol-3-yl)-ethyl]-acetamide (Lit. 6) to give the title compound as an orange solid. MS: 493.4 ([M+H]+). The reactants are CC(=O)OC1CCC2(C)C(=CCC3C2CCC2(C)C(Cl)=C(C=O)CC32)C1, [K+], [K+], O=C([O-])[O-], CN(C)C=O, O, c1ccc2[nH]cnc2c1. Product: CC(=O)OC1CCC2(C)C(=CCC3C2CCC2(C)C(n4cnc5ccccc54)=C(C=O)CC32)C1. Reaction SMILES: [C:1]([CH3:2])(=[O:3])[O:4][CH:5]1[CH2:6][C:7]2=[CH:8][CH2:9][CH:10]3[CH:11]4[CH2:12][C:13]([CH:25]=[O:26])=[C:14]([Cl:24])[C:15]4([CH3:16])[CH2:17][CH2:18][CH:19]3[C:20]2([CH3:23])[CH2:21][CH2:22]1.[K+:36].[K+:37].[O-:38][C:39]([O-:40])=[O:41].[O:43]=[CH:44][N:45]([CH3:46])[CH3:47].[OH2:42].[n:27]1[cH:28][nH:29][c:30]2[c:31]1[cH:32][cH:33][cH:34][cH:35]2>>[C:1]([CH3:2])(=[O:3])[O:4][CH:5]1[CH2:6][C:7]2=[CH:8][CH2:9][CH:10]3[CH:11]4[CH2:12][C:13]([CH:25]=[O:26])=[C:14]([n:27]5[cH:28][n:29][c:30]6[c:31]5[cH:32][cH:33][cH:34][cH:35]6)[C:15]4([CH3:16])[CH2:17][CH2:18][CH:19]3[C:20]2([CH3:23])[CH2:21][CH2:22]1. Starting materials: NC(CO)(C)C (2-amino-2-methyl-1-propanol), ClC(=O)OCC (ethyl chloroformate), ON1C(CCC1=O)=O (N-hydroxysuccinimide), C(C)(C)N(C(C)C)CC (N,N-Diisopropylethylamine). Run in C(Cl)Cl (DCM). Run at time 3 hour. The product is OCC(C)(C)NC(OCC)=O (ethyl (1-hydroxy-2-methylpropan-2-yl)carbamate). RXN SMILES: Cl[C:2]([O:4][CH2:5][CH3:6])=[O:3].ON1C(=O)CCC1=O.C(N(CC)C(C)C)(C)C.[NH2:24][C:25]([CH3:29])([CH3:28])[CH2:26][OH:27]>C(Cl)Cl>[OH:27][CH2:26][C:25]([NH:24][C:2](=[O:3])[O:4][CH2:5][CH3:6])([CH3:29])[CH3:28]. Reported procedure: To a stirred solution of ethyl chloroformate (3 g, 0.027 mol.) and N-hydroxysuccinimide (3.8 g, 0.033 mol.) in 10 mL of DCM at 0° C. under nitrogen atmosphere was added N,N-Diisopropylethylamine (7.0 mL, 0.04 mol). The progress of the reaction was monitored by thin layer chromatography (TLC). After stirring for 3 hrs at room temperature. DCM was evaporated and the residue was dissolved in 10 mL of acetonitrile, cooled in an ice-bath and then added dropwise a solution of 2-amino-2-methyl-1-propan... Reactants: P(=O)([O-])([O-])[O-].[K+].[K+].[K+] (potassium phosphate), C(CO)O (ethylene glycol), N1CCCCC1 (piperidine), C1(CC1)C1=NN2C(C(=CC=C2I)OC)=N1 (2-cyclopropyl-5-iodo-8-methoxy-[1,2,4]triazolo[1,5-a]pyridine). The reagents and catalysts are [Cu](I)I (Copper iodide). The solvent is CC(C)O (2-propanol). Reaction conditions: temperature 80 celsius. Product: C1(CC1)C1=NN2C(C(=CC=C2N2CCCCC2)OC)=N1 (2-cyclopropyl-8-methoxy-5-piperidin-1-yl-[1,2,4]triazolo[1,5-a]pyridine). Reaction SMILES: P([O-])([O-])([O-])=O.[K+].[K+].[K+].C(O)CO.[NH:13]1[CH2:18][CH2:17][CH2:16][CH2:15][CH2:14]1.[CH:19]1([C:22]2[N:33]=[C:25]3[C:26]([O:31][CH3:32])=[CH:27][CH:28]=[C:29](I)[N:24]3[N:23]=2)[CH2:21][CH2:20]1>[Cu](I)I.CC(O)C>[CH:19]1([C:22]2[N:33]=[C:25]3[C:26]([O:31][CH3:32])=[CH:27][CH:28]=[C:29]([N:13]4[CH2:18][CH2:17][CH2:16][CH2:15][CH2:14]4)[N:24]3[N:23]=2)[CH2:21][CH2:20]1 |f:0.1.2.3|. Reported procedure: Copper iodide (1.0 mg, 0.005 mmol) and potassium phosphate (42.5 mg, 0.200 mmol), kept under argon, was added 2-propanol (200 μL), ethylene glycol (12.4 mg, 0.200 mmol), piperidine (10.1 mg, 0.12 mmol) and 2-cyclopropyl-5-iodo-8-methoxy-[1,2,4]triazolo[1,5-a]pyridine (31.5 mg, 0.100 mmol). The resulting suspension was heated to 80° C. for 4 days. The mixture was allowed to reach room temperature before it was extracted with dichloromethane (3 mL). The organic phase was washed with brine, dried (... The reactants are C(\C=C\C(=O)O)(=O)O.COC=1C=C(C=NC1)N1CCNCCC1 (1-(5-Methoxy-3-Pyridyl)-Homopiperazine fumaric Acid Salt), BrC=1C=NC=C(C1)OC (3-bromo-5-methoxypyridine), N1CCNCCC1 (homopiperazine), CC(C)([O-])C.[K+] (potassium-tert-butoxide). The reagents and catalysts are C=1C=CC(=CC1)[P](C=2C=CC=CC2)(C=3C=CC=CC3)[Pd]([P](C=4C=CC=CC4)(C=5C=CC=CC5)C=6C=CC=CC6)([P](C=7C=CC=CC7)(C=8C=CC=CC8)C=9C=CC=CC9)[P](C=1C=CC=CC1)(C=1C=CC=CC1)C=1C=CC=CC1 (tetrakis(triphenylphosphine)palladium(0)). Solvent: O (Water), C1(=CC=CC=C1)C (toluene). Reaction conditions: temperature 80 celsius, time 4 hour. The product is N (ammonia), CN1CCN(CCC1)C=1C=NC=CC1 (4-Methyl-1-(3-Pyridyl)-Homopiperazine). As a reaction SMILES: C(O)(=O)/C=C/C(O)=O.COC1C=[C:13]([N:17]2[CH2:23][CH2:22][CH2:21][NH:20][CH2:19][CH2:18]2)C=[N:15]C=1.Br[C:25]1[CH:26]=[N:27][CH:28]=[C:29](OC)[CH:30]=1.N1CCCNCC1.CC(C)([O-])C.[K+]>C1C=CC([P]([Pd]([P](C2C=CC=CC=2)(C2C=CC=CC=2)C2C=CC=CC=2)([P](C2C=CC=CC=2)(C2C=CC=CC=2)C2C=CC=CC=2)[P](C2C=CC=CC=2)(C2C=CC=CC=2)C2C=CC=CC=2)(C2C=CC=CC=2)C2C=CC=CC=2)=CC=1.O.C1(C)C=CC=CC=1>[NH3:15].[CH3:13][N:17]1[CH2:23][CH2:22][CH2:21][N:20]([C:25]2[CH:26]=[N:27][CH:28]=[CH:29][CH:30]=2)[CH2:19][CH2:18]1 |f:0.1,4.5,^1:49,51,70,89|. Reported procedure: A solution of 1-(3-pyridyl)-homopiperazine (0.42 g, 2.4 mmol), formic acid (3.3 g, 71.7 mmol), formaldehyde (2.1 g, 37%) and water (10 ml) was stirred at reflux for 15 hours. The mixture was evaporated and sodium hydroxide (15 ml, 4 M) was added and the product was extracted two times with ethyl acetate (15 ml). The product was obtained as an oil. Yield 0.46 g, 100%. 3,5-Bis-(N,N′-Homopiperazinyl)-Pyridine Fumaric Acid Salt (Compound 2A2) Was prepared according to method A from 1-[5-(1-(4-tert- ... Solvent: O (water), C(C)O (ethanol), CO (methanol), C1=CC=CC=C1 (benzene), C([O-])(O)=O.[Na+] (sodium bicarbonate), O (water). As a reaction SMILES: [F:1][C:2]1[CH:7]=[CH:6][C:5]([OH:8])=[CH:4][CH:3]=1.C[O-].[Na+].[I-].[K+].Br[CH:15]([C:20]1[CH:25]=[CH:24][C:23]([O:26][C:27]2[CH:32]=[CH:31][C:30]([Cl:33])=[CH:29][CH:28]=2)=[CH:22][CH:21]=1)[C:16]([O:18]C)=[O:17].[OH-].[K+].Cl>CO.C1C=CC=CC=1.O.C(=O)(O)[O-].[Na+].C(O)C>[F:1][C:2]1[CH:7]=[CH:6][C:5]([O:8][CH:15]([C:20]2[CH:21]=[CH:22][C:23]([O:26][C:27]3[CH:32]=[CH:31][C:30]([Cl:33])=[CH:29][CH:28]=3)=[CH:24][CH:25]=2)[C:16]([OH:18])=[O:17])=[CH:4][CH:3]=1 |f:1.2,3.4,6.7,12.13|. The product is FC1=CC=C(OC(C(=O)O)C2=CC=C(C=C2)OC2=CC=C(C=C2)Cl)C=C1 (α-(p-Fluorophenoxy)-α-[p-(p-chlorophenoxy)phenyl]acetic acid). Starting materials: [OH-].[K+] (potassium hydroxide), FC1=CC=C(C=C1)O (p-fluorophenol), C[O-].[Na+] (sodium methoxide), [I-].[K+] (potassium iodide), BrC(C(=O)OC)C1=CC=C(C=C1)OC1=CC=C(C=C1)Cl (methyl α-bromo-α-[p-(p-chlorophenoxy)phenyl]acetate), Cl (hydrochloric acid). Procedure: To a solution of 2.80 g of p-fluorophenol and 1.19 g of sodium methoxide in 40 ml of methanol is added 50 mg of potassium iodide and 7.11 g of methyl α-bromo-α-[p-(p-chlorophenoxy)phenyl]acetate in 10 ml of benzene. The mixture is refluxed for 20 hours and the solvent removed under vacuum. To the residue is added water and the mixture is extracted with ether. The ether extracts are washed with 10% potassium carbonate and with water and dried (MgSO4). The solvent is removed under vacuum to give a...